describe an organic reaction: reactants, conditions, products, and yield From a dataset of the Open Reaction Database (ORD), a public repository of structured organic reaction records. Reactants: C(C)(=O)N1CCN(CC1)CC1=CC(=NC(=C1)C)NC(OC(C)(C)C)=O (tert-Butyl 4-[(4-acetylpiperazin-1-yl)methyl]-6-methylpyridin-2-ylcarbamate), Cl (HCl). Solvent: C(Cl)Cl (CH2Cl2), O1CCOCC1 (dioxane). Reaction conditions: temperature 0 celsius. Yields the product [Cl-].C(C)(=O)N1CC[NH+](CC1)CC1=CC(=NC(=C1)C)N (1-acetyl-4-[(2-amino-6-methylpyridin-4-yl)methyl]piperazin-4-ium chloride). RXN SMILES: [C:1]([N:4]1[CH2:9][CH2:8][N:7]([CH2:10][C:11]2[CH:16]=[C:15]([CH3:17])[N:14]=[C:13]([NH:18]C(=O)OC(C)(C)C)[CH:12]=2)[CH2:6][CH2:5]1)(=[O:3])[CH3:2].[ClH:26]>C(Cl)Cl.O1CCOCC1>[Cl-:26].[C:1]([N:4]1[CH2:5][CH2:6][NH+:7]([CH2:10][C:11]2[CH:16]=[C:15]([CH3:17])[N:14]=[C:13]([NH2:18])[CH:12]=2)[CH2:8][CH2:9]1)(=[O:3])[CH3:2] |f:4.5|. Procedure: tert-Butyl 4-[(4-acetylpiperazin-1-yl)methyl]-6-methylpyridin-2-ylcarbamate (13-3) was dissolved in CH2Cl2 and the solution was cooled to 0° C. 4.0M HCl in dioxane was added and the solution allowed to warm to room temperature. The reaction was concentrated in vacuo to afford 1-acetyl-4-[(2-amino-6-methylpyridin-4-yl)methyl]piperazin-4-ium chloride. 1-Acetyl-4-[(2-amino-6-methylpyridin-4-yl)methyl]piperazin-4-ium chloride (0.095 g, 0.30 mmol) was dissolved in 2 mL THF. 2-Chloro-1,3-thiazole-5-ca... The reactants are COC1=CC(=NC=C1)CCC1=NC=2C(=NC=C(C2)I)N1 (2-[2-(4-methoxypyridin-2-yl)ethyl]-6-iodo-3H-imidazo[4,5-b]pyridine), COC1=CC(=NC=C1)CCC1=NC=2C(=NC=C(C2)I)N1 (2-[2-(4-methoxypyridin-2-yl)ethyl]-6-iodo-3H-imidazo[4,5-b]pyridine), tetrakis(triphenylphos-phine)-palladium(0), C([O-])([O-])=O.[K+].[K+] (potassium carbonate), [Cl-].[Li+] (lithium chloride), CNS(=O)(=O)C1=CC=C(C=C1)Br (N-methyl-4-bromobenzenesulfonamide), bis-(pinacolato)-diboron, C(C)(=O)[O-].[K+] (potassium acetate). Reagents/catalysts: C1(=CC=CC=C1)P([C-]1C=CC=C1)C1=CC=CC=C1.[C-]1(C=CC=C1)P(C1=CC=CC=C1)C1=CC=CC=C1.[Fe+2] (1,1′-bis-(diphenylphosphino)-ferrocene), C1=CC=C(C=C1)P([C-]2C=CC=C2)C3=CC=CC=C3.C1=CC=C(C=C1)P([C-]2C=CC=C2)C3=CC=CC=C3.Cl[Pd]Cl.[Fe+2] ([1,1′-bis(diphenylphosphino)-ferrocene]palladium-dichloride). Solvent: O (water), O (water), O1CCOCC1 (dioxane), O1CCOCC1 (dioxane). Run at temperature 90 celsius. Yields the product COC1=CC(=NC=C1)CCC1=NC=2C(=NC=C(C2)C2=CC=C(C=C2)S(=O)(=O)NC)N1 (4-{2-[2-(4-Methoxypyridin-2-yl)ethyl]-3H-imidazo[4,5-b]pyridin-6-yl}-N-methyl-benzenesulfonamide). Yield: 53.0%. As a reaction SMILES: [CH3:1][NH:2][S:3]([C:6]1[CH:11]=[CH:10][C:9](Br)=[CH:8][CH:7]=1)(=[O:5])=[O:4].C([O-])(=O)C.[K+].[CH3:18][O:19][C:20]1[CH:25]=[CH:24][N:23]=[C:22]([CH2:26][CH2:27][C:28]2[NH:37][C:31]3=[N:32][CH:33]=[C:34](I)[CH:35]=[C:30]3[N:29]=2)[CH:21]=1.C(=O)([O-])[O-].[K+].[K+].[Cl-].[Li+]>O1CCOCC1.O.C1(P(C2C=CC=CC=2)[C-]2C=CC=C2)C=CC=CC=1.[C-]1(P(C2C=CC=CC=2)C2C=CC=CC=2)C=CC=C1.[Fe+2].C1C=CC(P(C2C=CC=CC=2)[C-]2C=CC=C2)=CC=1.C1C=CC(P(C2C=CC=CC=2)[C-]2C=CC=C2)=CC=1.Cl[Pd]Cl.[Fe+2]>[CH3:18][O:19][C:20]1[CH:25]=[CH:24][N:23]=[C:22]([CH2:26][CH2:27][C:28]2[NH:37][C:31]3=[N:32][CH:33]=[C:34]([C:9]4[CH:10]=[CH:11][C:6]([S:3]([NH:2][CH3:1])(=[O:5])=[O:4])=[CH:7][CH:8]=4)[CH:35]=[C:30]3[N:29]=2)[CH:21]=1 |f:1.2,4.5.6,7.8,11.12.13,14.15.16.17|. Procedure: A mixture of 0.375 g of N-methyl-4-bromobenzenesulfonamide, 0.42 g of bis-(pinacolato)-diboron, 0.025 g of 1,1′-bis-(diphenylphosphino)-ferrocene, 0.033 g of [1,1′-bis(diphenylphosphino)-ferrocene]palladium-dichloride (complex with CH2Cl2), 0.442 g of potassium acetate in 6 ml of degassed dioxane are heated to 90° C. in a sealed tube under N2 for 16 hours. To the resulting mixture 5 ml of degassed dioxane, 0.371 g of 2-[2-(4-methoxypyridin-2-yl)ethyl]-6-iodo-3H-imidazo[4,5-b]pyridine (starting m... Reactants: C(C)(C)(C)OC(=O)N1CCC(CC1)OC=1N=NC(=C(C1)C1=CC(=C(C=C1)OC1CCCCC1)Br)CCCC (4-[5-(3-bromo-4-cyclohexyloxy-phenyl)-6-butyl-pyridazin-3-yloxy]-piperidine-1-carboxylic acid tert-butyl ester), C(CCC)[Sn](C=1OC=CN1)(CCCC)CCCC (2-(tri-n-butylstannyl)oxazole), [F-].[K+] (KF). Reagents/catalysts: C=1C=CC(=CC1)[P](C=2C=CC=CC2)(C=3C=CC=CC3)[Pd]([P](C=4C=CC=CC4)(C=5C=CC=CC5)C=6C=CC=CC6)([P](C=7C=CC=CC7)(C=8C=CC=CC8)C=9C=CC=CC9)[P](C=1C=CC=CC1)(C=1C=CC=CC1)C=1C=CC=CC1 (tetrakis(triphenylphosphine)palladium). The solvent is O1CCOCC1 (dioxane). Conditions: temperature 90 celsius, time 30 minute. Yields the product C(C)(C)(C)OC(=O)N1CCC(CC1)OC=1N=NC(=C(C1)C1=CC(=C(C=C1)OC1CCCCC1)C=1OC=CN1)CCCC (4-[6-butyl-5-(4-cyclohexyloxy-3-oxazol-2-yl-phenyl)-pyridazin-3-yloxy]-piperidine-1-carboxylic acid tert-butyl ester). Isolated yield 51.0%. Reaction SMILES: [C:1]([O:5][C:6]([N:8]1[CH2:13][CH2:12][CH:11]([O:14][C:15]2[N:16]=[N:17][C:18]([CH2:35][CH2:36][CH2:37][CH3:38])=[C:19]([C:21]3[CH:26]=[CH:25][C:24]([O:27][CH:28]4[CH2:33][CH2:32][CH2:31][CH2:30][CH2:29]4)=[C:23](Br)[CH:22]=3)[CH:20]=2)[CH2:10][CH2:9]1)=[O:7])([CH3:4])([CH3:3])[CH3:2].C([Sn](CCCC)(CCCC)[C:44]1[O:45][CH:46]=[CH:47][N:48]=1)CCC.[F-].[K+]>O1CCOCC1.C1C=CC([P]([Pd]([P](C2C=CC=CC=2)(C2C=CC=CC=2)C2C=CC=CC=2)([P](C2C=CC=CC=2)(C2C=CC=CC=2)C2C=CC=CC=2)[P](C2C=CC=CC=2)(C2C=CC=CC=2)C2C=CC=CC=2)(C2C=CC=CC=2)C2C=CC=CC=2)=CC=1>[C:1]([O:5][C:6]([N:8]1[CH2:13][CH2:12][CH:11]([O:14][C:15]2[N:16]=[N:17][C:18]([CH2:35][CH2:36][CH2:37][CH3:38])=[C:19]([C:21]3[CH:26]=[CH:25][C:24]([O:27][CH:28]4[CH2:33][CH2:32][CH2:31][CH2:30][CH2:29]4)=[C:23]([C:44]4[O:45][CH:46]=[CH:47][N:48]=4)[CH:22]=3)[CH:20]=2)[CH2:10][CH2:9]1)=[O:7])([CH3:4])([CH3:3])[CH3:2] |f:2.3,^1:68,70,89,108|. Procedure: 4-[5-(3-bromo-4-cyclohexyloxy-phenyl)-6-butyl-pyridazin-3-yloxy]-piperidine-1-carboxylic acid tert-butyl ester (0.34 mmol, 0.2 g), 2-(tri-n-butylstannyl)oxazole (0.68 mmol, 0.24 g), tetrakis(triphenylphosphine)palladium (0.034 mmol, 0.04 g) in dioxane (5.0 mL) were degassed with nitrogen for 10 min and heated at 90° C. over night under nitrogen. Cooled, KF solution (2.0 M, 10 mL) was added, stirred at room temperature for 30 min. extracted with ethyl acetate. The organic layer was washed with wa... Reactants: ClC=1C=CC2=C(SC(=C2)S(=O)(=O)Cl)C1 (6-chloro-benzo[b]thiophene-2-sulfonyl chloride), Cl.C(C)OC(=O)N1C(=CC2=NC=CC=C21)CN2C([C@H](CC2)N)=O (2-(3-(S)-amino-2-oxopyrrolidin-1-ylmethyl)-pyrrolo[3,2-b]pyridine-1-carboxylic acid ethyl ester hydrochloride). The product is C(C)OC(=O)N1C(=CC2=NC=CC=C21)CN2C([C@H](CC2)NS(=O)(=O)C2=CC1=C(S2)C=C(C=C1)Cl)=O (2-[3-(S)-(6-Chloro-benzo[b]thiophene-2-sulfonylamino)-2-oxopyrrolidin-1-ylmethyl]-pyrrolo[3,2-b]pyridine-1-carboxylic acid ethyl ester). RXN SMILES: [Cl:1][C:2]1[CH:3]=[CH:4][C:5]2[CH:9]=[C:8]([S:10](Cl)(=[O:12])=[O:11])[S:7][C:6]=2[CH:14]=1.Cl.[CH2:16]([O:18][C:19]([N:21]1[C:29]2[C:24](=[N:25][CH:26]=[CH:27][CH:28]=2)[CH:23]=[C:22]1[CH2:30][N:31]1[CH2:35][CH2:34][C@H:33]([NH2:36])[C:32]1=[O:37])=[O:20])[CH3:17]>>[CH2:16]([O:18][C:19]([N:21]1[C:29]2[C:24](=[N:25][CH:26]=[CH:27][CH:28]=2)[CH:23]=[C:22]1[CH2:30][N:31]1[CH2:35][CH2:34][C@H:33]([NH:36][S:10]([C:8]2[S:7][C:6]3[CH:14]=[C:2]([Cl:1])[CH:3]=[CH:4][C:5]=3[CH:9]=2)(=[O:12])=[O:11])[C:32]1=[O:37])=[O:20])[CH3:17] |f:1.2|. Procedure: The title compound is prepared as described in EXAMPLE 1, Part K using 6-chloro-benzo[b]thiophene-2-sulfonyl chloride and 2-(3-(S)-amino-2-oxopyrrolidin-1-ylmethyl)-pyrrolo[3,2-b]pyridine-1-carboxylic acid ethyl ester hydrochloride as starting material. The crude product is purified by column chromatography eluting with 60% EtOAc/CH2Cl2 to provide the title compound as a solid. The reactants are Br, CC(=O)O, COc1ccc(-c2c(N)nc(N)nc2-c2cccc(F)c2)cn1, [Na+], [OH-]. Yields the product Nc1nc(N)c(-c2ccc(=O)[nH]c2)c(-c2cccc(F)c2)n1. RXN SMILES: [BrH:24].[CH3:27][C:28](=[O:29])[OH:30].[F:1][c:2]1[cH:3][c:4](-[c:8]2[c:9](-[c:16]3[cH:17][n:18][c:19]([O:22][CH3:23])[cH:20][cH:21]3)[c:10]([NH2:15])[n:11][c:12]([NH2:14])[n:13]2)[cH:5][cH:6][cH:7]1.[Na+:26].[OH-:25]>>[F:1][c:2]1[cH:3][c:4](-[c:8]2[c:9](-[c:16]3[cH:17][nH:18][c:19](=[O:22])[cH:20][cH:21]3)[c:10]([NH2:15])[n:11][c:12]([NH2:14])[n:13]2)[cH:5][cH:6][cH:7]1. The reactants are ClC=1C=C(C(=O)Cl)C=CC1 (3-chlorobenzoylchloride), acid chloride, NC(CO)(C)C (2-amino-2-methylpropanol), ClC=1C=C(C(=O)O)C=CC1 (3-chlorobenzoic acid), S(=O)(Cl)Cl (thionyl chloride). The product is ClC=1C=C(C=CC1)C=1OCC(N1)(C)C (2-(3-Chlorophenyl)-4,4-dimethyl-2-oxazoline), amide, S(=O)(Cl)Cl (thionyl chloride). RXN SMILES: [Cl:1][C:2]1[CH:3]=[C:4]([CH:8]=[CH:9][CH:10]=1)[C:5]([OH:7])=O.[S:11]([Cl:14])([Cl:13])=[O:12].ClC1C=C(C=CC=1)C(Cl)=O.[NH2:25][C:26]([CH3:30])([CH3:29])[CH2:27]O>>[Cl:1][C:2]1[CH:3]=[C:4]([C:5]2[O:7][CH2:27][C:26]([CH3:30])([CH3:29])[N:25]=2)[CH:8]=[CH:9][CH:10]=1.[S:11]([Cl:14])([Cl:13])=[O:12]. Reported procedure: 2-(3-Chlorophenyl)-4,4-dimethyl-2-oxazoline was prepared from 3-chlorobenzoic acid by reaction with thionyl chloride to give 3-chlorobenzoylchloride, reaction of this acid chloride with 2-amino-2-methylpropanol to give the amide and cyclization of the amide with thionyl chloride followed by neutralization with dilute sodium hydroxide to give 2-(3-chlorophenyl)4,4-dimethyl-2-oxazoline. The reactants are O=Cc1ccc(Br)cc1, CC(=O)[O-], CC(=O)O, C[N+](=O)[O-], [NH4+], O. RXN SMILES: [Br:1][c:2]1[cH:3][cH:4][c:5]([CH:6]=[O:7])[cH:8][cH:9]1.[CH3:15][C:16](=[O:17])[O-:18].[CH3:19][C:20](=[O:21])[OH:22].[N+:10](=[O:11])([O-:12])[CH3:13].[NH4+:14].[OH2:23]>>[Br:1][c:2]1[cH:3][cH:4][c:5]([CH:6]=[CH:13][N+:10](=[O:11])[O-:12])[cH:8][cH:9]1. The product is O=[N+]([O-])C=Cc1ccc(Br)cc1. Reactants: resultant solution, S1C=C(C=C1)CO (3-thiophenemethanol), [H-].[Na+] (sodium hydride), ClC1=NC(=CC=C1)Cl (2,6-dichloropyridine). Solvent: O1CCCC1 (tetrahydrofuran). Yields the product ClC1=NC(=CC=C1)OCC1=CSC=C1 (2-chloro-6-(3-thienylmethyloxy)pyridine). RXN SMILES: [S:1]1[CH:5]=[CH:4][C:3]([CH2:6][OH:7])=[CH:2]1.[H-].[Na+].[Cl:10][C:11]1[CH:16]=[CH:15][CH:14]=[C:13](Cl)[N:12]=1>O1CCCC1>[Cl:10][C:11]1[CH:16]=[CH:15][CH:14]=[C:13]([O:7][CH2:6][C:3]2[CH:4]=[CH:5][S:1][CH:2]=2)[N:12]=1 |f:1.2|. Procedure details: To a solution containing 3-thiophenemethanol (1.17 g, 0.010×1.0 mol) and sodium hydride (0.39 g, (ca.60% in mineral oil), 0.010×1.0 mol) in tetrahydrofuran, 2,6-dichloropyridine (1.5 g, 0.010 mol) was added and the resultant solution was refluxed for about 2 hours.